Dataset: the Open Reaction Database (ORD), a public repository of structured organic reaction records. Task: describe an organic reaction: reactants, conditions, products, and yield Starting materials: CCCCCCCCCCCCc1ccc2ccccc2c1O, ClCCl, O=S(=O)(O)O. The product is CCCCCCCCCCCCc1cc(S(=O)(=O)O)c2ccccc2c1O. As a reaction SMILES: [CH2:6]([CH2:7][CH2:8][CH2:9][CH2:10][CH2:11][CH2:12][CH2:13][CH2:14][CH2:15][CH2:16][CH3:17])[c:18]1[c:19]([OH:28])[c:20]2[cH:21][cH:22][cH:23][cH:24][c:25]2[cH:26][cH:27]1.[Cl:29][CH2:30][Cl:31].[S:1]([OH:2])([OH:3])(=[O:4])=[O:5]>>[S:1](=[O:2])([OH:3])(=[O:5])[c:26]1[c:25]2[c:20]([c:19]([OH:28])[c:18]([CH2:6][CH2:7][CH2:8][CH2:9][CH2:10][CH2:11][CH2:12][CH2:13][CH2:14][CH2:15][CH2:16][CH3:17])[cH:27]1)[cH:21][cH:22][cH:23][cH:24]2. Reactants: [OH-].[K+] (potassium hydroxide), FC(C=1C=C(C=C(C1)C(F)(F)F)[C@@H]1[C@@H](N(C(O1)=O)CC1=NC(=CC=C1N(CC)C[C@@H]1CC[C@H](CC1)CC(=O)OCC)C(=C)C)C)(F)F (ethyl (trans-4-{[[2-({(4S,5R)-5-[3,5-bis(trifluoromethyl)phenyl]-4-methyl-2-oxo-1,3-oxazolidin-3-yl}methyl)-6-isopropenylpyridin-3-yl](ethyl)amino]methyl}cyclohexyl)acetate), CC(=O)O (AcOH), EtOAc hexanes, Cl (HCl). Run in [Cl-].[Na+].O (brine), CCO (EtOH), O (water). The product is FC(C=1C=C(C=C(C1)C(F)(F)F)[C@@H]1[C@@H](N(C(O1)=O)CC1=NC(=CC=C1N(CC)C[C@@H]1CC[C@H](CC1)CC(=O)O)C(=C)C)C)(F)F ((trans-4-{[[2-({(4S,5R)-5-[3,5-bis(trifluoromethyl)phenyl]4-methyl-2-oxo-1,3-oxazolidin-3-yl}methyl)-6-isopropenylpyridin-3-yl](ethyl)amino]methyl}cyclohexyl)acetic acid). Reaction SMILES: [OH-].[K+].[F:3][C:4]([F:49])([F:48])[C:5]1[CH:6]=[C:7]([C@H:15]2[O:19][C:18](=[O:20])[N:17]([CH2:21][C:22]3[C:27]([N:28]([CH2:31][C@H:32]4[CH2:37][CH2:36][C@H:35]([CH2:38][C:39]([O:41]CC)=[O:40])[CH2:34][CH2:33]4)[CH2:29][CH3:30])=[CH:26][CH:25]=[C:24]([C:44]([CH3:46])=[CH2:45])[N:23]=3)[C@H:16]2[CH3:47])[CH:8]=[C:9]([C:11]([F:14])([F:13])[F:12])[CH:10]=1.Cl.CC(O)=O>CCO.O.[Cl-].[Na+].O>[F:48][C:4]([F:3])([F:49])[C:5]1[CH:6]=[C:7]([C@H:15]2[O:19][C:18](=[O:20])[N:17]([CH2:21][C:22]3[C:27]([N:28]([CH2:31][C@H:32]4[CH2:37][CH2:36][C@H:35]([CH2:38][C:39]([OH:41])=[O:40])[CH2:34][CH2:33]4)[CH2:29][CH3:30])=[CH:26][CH:25]=[C:24]([C:44]([CH3:46])=[CH2:45])[N:23]=3)[C@H:16]2[CH3:47])[CH:8]=[C:9]([C:11]([F:13])([F:14])[F:12])[CH:10]=1 |f:0.1,7.8.9|. Procedure: Aqueous potassium hydroxide (4N, 100 μL) was added to a stirred solution of ethyl (trans-4-{[[2-({(4S,5R)-5-[3,5-bis(trifluoromethyl)phenyl]-4-methyl-2-oxo-1,3-oxazolidin-3-yl}methyl)-6-isopropenylpyridin-3-yl](ethyl)amino]methyl}cyclohexyl)acetate (7.3 mg, 0.0109 mmol) in EtOH (0.9 mL) and water (0.35 mL) at room temperature. After 8 h the reaction was acidified to pH 5 with 1 N HCl and then diluted with brine (10 mL). The mixture was extracted with EtOAc (3×20 mL) and the combined extracts wer... The reactants are [OH-].[Na+] (sodium hydroxide), S1C(=NC2=C1C=CC=C2)C(O)C2=CC=CC=C2 (benzothiazol-2-ylphenylmethanol), OC1CCN(CC1)C (4-hydroxy-1-methylpiperidine), C1(=CC=C(C=C1)S(=O)(=O)O)C (para-toluenesulfonic acid). Run in C1(=CC=CC=C1)C (toluene), O (water). Yields the product CN1CCC(CC1)OC(C=1SC2=C(N1)C=CC=C2)C2=CC=CC=C2 (2-[(1-methylpiperidin-4-yloxy)phenylmethyl]benzothiazole). Reaction SMILES: [S:1]1[C:5]2[CH:6]=[CH:7][CH:8]=[CH:9][C:4]=2[N:3]=[C:2]1[CH:10]([C:12]1[CH:17]=[CH:16][CH:15]=[CH:14][CH:13]=1)[OH:11].O[CH:19]1[CH2:24][CH2:23][N:22]([CH3:25])[CH2:21][CH2:20]1.C1(C)C=CC(S(O)(=O)=O)=CC=1.[OH-].[Na+]>C1(C)C=CC=CC=1.O>[CH3:25][N:22]1[CH2:23][CH2:24][CH:19]([O:11][CH:10]([C:12]2[CH:17]=[CH:16][CH:15]=[CH:14][CH:13]=2)[C:2]2[S:1][C:5]3[CH:6]=[CH:7][CH:8]=[CH:9][C:4]=3[N:3]=2)[CH2:20][CH2:21]1 |f:3.4|. Procedure details: A mixture of benzothiazol-2-ylphenylmethanol (0.36 g), 4-hydroxy-1-methylpiperidine (0.17 g) and para-toluenesulfonic acid (0.57 g) in toluene (22 mL) is heated overnight in a Dean-Stark apparatus. The mixture is cooled back to room temperature and poured into water, alcalinised with 1N sodium hydroxide and extracted twice with ethyl acetate. Pooled organic extracts are washed with brine, dried over magnesium sulfate and concentrated. The residue is purified by column chromatography over silica ... Starting materials: CN(C)C=O, ClCCCBr, [H-], [Na+], O=C(O)c1ccc(O)cc1. Yields the product O=C(O)c1ccc(OCCCCl)cc1. As a reaction SMILES: [CH3:18][N:19]([CH3:20])[CH:21]=[O:22].[Cl:13][CH2:14][CH2:15][CH2:16][Br:17].[H-:1].[Na+:2].[OH:3][c:4]1[cH:5][cH:6][c:7]([C:8](=[O:9])[OH:10])[cH:11][cH:12]1>>[O:3]([c:4]1[cH:5][cH:6][c:7]([C:8](=[O:9])[OH:10])[cH:11][cH:12]1)[CH2:16][CH2:15][CH2:14][Cl:13]. Reactants: C1CCOC1, CCCCOc1cc(F)ccc1C=CC(=O)OC, CO, [Li+], [OH-]. Product: CCCCOc1cc(F)ccc1C=CC(=O)O. As a reaction SMILES: [CH2:21]1[O:22][CH2:23][CH2:24][CH2:25]1.[CH3:1][O:2][C:3]([CH:4]=[CH:5][c:6]1[c:7]([O:13][CH2:14][CH2:15][CH2:16][CH3:17])[cH:8][c:9]([F:12])[cH:10][cH:11]1)=[O:18].[CH3:26][OH:27].[Li+:20].[OH-:19]>>[O:2]=[C:3]([CH:4]=[CH:5][c:6]1[c:7]([O:13][CH2:14][CH2:15][CH2:16][CH3:17])[cH:8][c:9]([F:12])[cH:10][cH:11]1)[OH:18].